From a dataset of the Open Reaction Database (ORD), a public repository of structured organic reaction records. describe an organic reaction: reactants, conditions, products, and yield Reactants: C=CC#N, CC1Cc2ccc(-c3cc[nH]n3)cc2CN1c1cc(N2CCN(C)CC2)nc(N)n1, CC#N, C1CCC2=NCCCN2CC1. Yields the product CC1Cc2ccc(-c3ccn(CCC#N)n3)cc2CN1c1cc(N2CCN(C)CC2)nc(N)n1. As a reaction SMILES: [C:31]([CH:32]=[CH2:33])#[N:34].[CH3:1][N:2]1[CH2:3][CH2:4][N:5]([c:8]2[n:9][c:10]([NH2:30])[n:11][c:12]([N:14]3[CH2:15][c:16]4[cH:17][c:18](-[c:25]5[n:26][nH:27][cH:28][cH:29]5)[cH:19][cH:20][c:21]4[CH2:22][CH:23]3[CH3:24])[cH:13]2)[CH2:6][CH2:7]1.[CH3:46][C:47]#[N:48].[N:35]12[CH2:36][CH2:37][CH2:38][N:39]=[C:40]1[CH2:41][CH2:42][CH2:43][CH2:44][CH2:45]2>>[CH3:1][N:2]1[CH2:3][CH2:4][N:5]([c:8]2[n:9][c:10]([NH2:30])[n:11][c:12]([N:14]3[CH2:15][c:16]4[cH:17][c:18](-[c:25]5[n:26][n:27]([CH2:33][CH2:32][C:31]#[N:34])[cH:28][cH:29]5)[cH:19][cH:20][c:21]4[CH2:22][CH:23]3[CH3:24])[cH:13]2)[CH2:6][CH2:7]1.